Dataset: the Open Reaction Database (ORD), a public repository of structured organic reaction records. Task: describe an organic reaction: reactants, conditions, products, and yield Reactants: N-Aryl-benzenesulfonamides, NC1=C(C=C(C=C1)Cl)C(=O)C1=CC(=NC=C1)C ((2-Amino-5-chloro-phenyl)-(2-methyl-pyridin-4-yl)-methanone), CS(=O)(=O)C1=CC=C(C=C1)S(=O)(=O)Cl (4-methanesulfonyl-benzenesulfonyl chloride). Product: ClC1=CC(=C(C=C1)NS(=O)(=O)C1=CC=C(C=C1)S(=O)(=O)C)C(=O)C1=CC(=NC=C1)C (N-[4-Chloro-2-(2-methyl-pyridine-4-carbonyl)-phenyl]-4-methanesulfonyl-benzenesulfonamide). As a reaction SMILES: [NH2:1][C:2]1[CH:7]=[CH:6][C:5]([Cl:8])=[CH:4][C:3]=1[C:9]([C:11]1[CH:16]=[CH:15][N:14]=[C:13]([CH3:17])[CH:12]=1)=[O:10].[CH3:18][S:19]([C:22]1[CH:27]=[CH:26][C:25]([S:28](Cl)(=[O:30])=[O:29])=[CH:24][CH:23]=1)(=[O:21])=[O:20]>>[Cl:8][C:5]1[CH:6]=[CH:7][C:2]([NH:1][S:28]([C:25]2[CH:24]=[CH:23][C:22]([S:19]([CH3:18])(=[O:21])=[O:20])=[CH:27][CH:26]=2)(=[O:30])=[O:29])=[C:3]([C:9]([C:11]2[CH:16]=[CH:15][N:14]=[C:13]([CH3:17])[CH:12]=2)=[O:10])[CH:4]=1. Reported procedure: The title compound was prepared according to the general procedure for the synthesis of N-Aryl-benzenesulfonamides previously described using (2-Amino-5-chloro-phenyl)-(2-methyl-pyridin-4-yl)-methanone and 4-methanesulfonyl-benzenesulfonyl chloride and purified by HPLC. 1H NMR (CDCl3) δ 10.38 (s, 1H) 8.64 (s 1H) 7.95 (s, 4H) 7.72 (s, 1H) 7.51 (s, 1H) 7.31 (s, 1H) 7.11 (s, 1H) 6.99 (s, 1H) 3.04 (s, 3H) 2.64 (s, 3H). MS: (ES) m/z=464.9 (M++1). The reactants are [H-].[Na+] (sodium hydride), CN(C(CC(=O)C)=O)C (N,N-Dimethyl acetoacetamide), ClCC1=CSC=C1 (3-chloromethyl thiophene), C(CCC)[Li] (n-butyl lithium), CCCCCC (hexane). The solvent is O1CCCC1 (tetrahydrofuran), O1CCCC1 (tetrahydrofuran), CCOCC (ether). Run at time 8 hour. Product: CN(C(CC(CCC1=CSC=C1)=O)=O)C (N,N-Dimethyl-3-oxo-5-(3-thienyl)-pentanamide). Isolated yield 75.0%. RXN SMILES: [CH3:1][N:2]([CH3:9])[C:3](=[O:8])[CH2:4][C:5]([CH3:7])=[O:6].[H-].[Na+].C([Li])CCC.CCCCCC.Cl[CH2:24][C:25]1[CH:29]=[CH:28][S:27][CH:26]=1>O1CCCC1.CCOCC>[CH3:1][N:2]([CH3:9])[C:3](=[O:8])[CH2:4][C:5](=[O:6])[CH2:7][CH2:24][C:25]1[CH:29]=[CH:28][S:27][CH:26]=1 |f:1.2|. Reported procedure: N,N-Dimethyl acetoacetamide (46.8 g; 0.363 mole) was converted to its dianion by treatment with 80% sodium hydride (11.8 g; 0.393 mole) in dry tetrahydrofuran (350 ml) under nitrogen, at 20° C. The resulting suspension was diluted with dry ether (1 L) and stirred mechanically for 15 minutes at 0° C. before a solution of n-butyl lithium in hexane (227 ml; 1.6 M; 0.363 mole) was added dropwise. To the now clear mixture was then added 3-chloromethyl thiophene (38 g; 0.287 mole) in dry tetrahydrofur...